Dataset: the Open Reaction Database (ORD), a public repository of structured organic reaction records. Task: describe an organic reaction: reactants, conditions, products, and yield The reactants are FC(C=1C=C(C(=O)N2CCC3(C(NC(N3C3=C(C=CC=C3)C)=O)=O)CC2)C=C(C1)C(F)(F)F)(F)F (8-(3,5-bis-trifluoromethyl-benzoyl)-1-o-tolyl-1,3,8-triaza-spiro[4.5]decane-2,4-dione), ClCCN1CCCC1 (1-(2-chloroethyl)-pyrrolidine). The product is FC(C=1C=C(C(=O)N2CCC3(C(N(C(N3C3=C(C=CC=C3)C)=O)CCN3CCCC3)=O)CC2)C=C(C1)C(F)(F)F)(F)F (8-(3,5-Bis-trifluoromethyl-benzoyl)-3-(2-pyrrolidin-1-yl-ethyl)-1-o-tolyl-1,3,8-triaza-spiro[4.5]decane-2,4-dione). Reaction SMILES: [F:1][C:2]([F:35])([F:34])[C:3]1[CH:4]=[C:5]([CH:27]=[C:28]([C:30]([F:33])([F:32])[F:31])[CH:29]=1)[C:6]([N:8]1[CH2:26][CH2:25][C:11]2([N:15]([C:16]3[CH:21]=[CH:20][CH:19]=[CH:18][C:17]=3[CH3:22])[C:14](=[O:23])[NH:13][C:12]2=[O:24])[CH2:10][CH2:9]1)=[O:7].Cl[CH2:37][CH2:38][N:39]1[CH2:43][CH2:42][CH2:41][CH2:40]1>>[F:35][C:2]([F:1])([F:34])[C:3]1[CH:4]=[C:5]([CH:27]=[C:28]([C:30]([F:33])([F:32])[F:31])[CH:29]=1)[C:6]([N:8]1[CH2:26][CH2:25][C:11]2([N:15]([C:16]3[CH:21]=[CH:20][CH:19]=[CH:18][C:17]=3[CH3:22])[C:14](=[O:23])[N:13]([CH2:37][CH2:38][N:39]3[CH2:43][CH2:42][CH2:41][CH2:40]3)[C:12]2=[O:24])[CH2:10][CH2:9]1)=[O:7]. Procedure: The title compound, MS: m/e=597.1 (M+H+), was prepared in accordance with the general method of example 99 from 8-(3,5-bis-trifluoromethyl-benzoyl)-1-o-tolyl-1,3,8-triaza-spiro[4.5]decane-2,4-dione and 1-(2-chloroethyl)-pyrrolidine.